This data is from the Open Reaction Database (ORD), a public repository of structured organic reaction records. The task is: describe an organic reaction: reactants, conditions, products, and yield Reactants: N1C=NC=C1 (imidazole), C(=O)([O-])[O-].[K+].[K+] (K2CO3), CS(=O)C (DMSO), FC1=CC=C(C#N)C=C1 (4-fluorobenzonitrile). The solvent is O (water). Reaction conditions: time 1 hour. Product: N1(C=NC=C1)C1=CC=C(C#N)C=C1 (4-(1-imidazolyl)benzonitrile). Isolated yield 31.9%. Reaction SMILES: [NH:1]1[CH:5]=[CH:4][N:3]=[CH:2]1.C([O-])([O-])=O.[K+].[K+].CS(C)=O.F[C:17]1[CH:24]=[CH:23][C:20]([C:21]#[N:22])=[CH:19][CH:18]=1>O>[N:1]1([C:17]2[CH:24]=[CH:23][C:20]([C:21]#[N:22])=[CH:19][CH:18]=2)[CH:5]=[CH:4][N:3]=[CH:2]1 |f:1.2.3|. Procedure: To a mixture of imidazole (5.13 g, 75.35 mmol), K2CO3 (11.45 g) and DMSO (50 ml) at room temperature was added to 4-fluorobenzonitrile (10.04 g) in one portion. The reaction mixture was stirred at room temperature for 1 hour, and then was warmed on a steam for 2 hours. The reaction mixture was cooled to room temperature, and poured into cold water. A precipitate formed which was collected by filtration and washed with water and recrystallized from CHCl3 /hexane to afford 4.07 g of 4-(1-imidazoly... The reactants are C1CCOC1, COC(=O)Cc1cccc(-c2ccc3c(c2)OCCc2cc(C(=O)N(C)c4ccccc4Cl)sc2-3)c1, [Li+], [OH-], O. Product: CN(C(=O)c1cc2c(s1)-c1ccc(-c3cccc(CC(=O)O)c3)cc1OCC2)c1ccccc1Cl. Reaction SMILES: [CH2:39]1[O:40][CH2:41][CH2:42][CH2:43]1.[Cl:1][c:2]1[c:3]([N:8]([C:9](=[O:10])[c:11]2[cH:12][c:13]3[c:14]([s:35]2)-[c:15]2[c:16]([cH:20][c:21](-[c:24]4[cH:25][c:26]([CH2:30][C:31](=[O:32])[O:33][CH3:34])[cH:27][cH:28][cH:29]4)[cH:22][cH:23]2)[O:17][CH2:18][CH2:19]3)[CH3:36])[cH:4][cH:5][cH:6][cH:7]1.[Li+:37].[OH-:38].[OH2:44]>>[Cl:1][c:2]1[c:3]([N:8]([C:9](=[O:10])[c:11]2[cH:12][c:13]3[c:14]([s:35]2)-[c:15]2[c:16]([cH:20][c:21](-[c:24]4[cH:25][c:26]([CH2:30][C:31](=[O:32])[OH:33])[cH:27][cH:28][cH:29]4)[cH:22][cH:23]2)[O:17][CH2:18][CH2:19]3)[CH3:36])[cH:4][cH:5][cH:6][cH:7]1. The reactants are CC1(CCC1)C(=O)O (1-methyl-cyclobutanecarboxylic acid), CCN(C(C)C)C(C)C (DIPEA), CN(C)C(=[N+](C)C)ON1C2=C(C=CC=C2)N=N1.[B-](F)(F)(F)F (TBTU), C(C)OC1=CC=C(OC2CN(C2)C2=CC=C(C=C2)[C@H](C)N)C=C1 ((S)-1-{4-[3-(4-ethoxy-phenoxy)-azetidin-1-yl]-phenyl}-ethylamine). Solvent: CN(C)C=O (DMF). Reaction conditions: time 15 minute. The product is C(C)OC1=CC=C(OC2CN(C2)C2=CC=C(C=C2)[C@H](C)NC(=O)C2(CCC2)C)C=C1 ((S)-1-Methyl-cyclobutanecarboxylic acid (1-{4-[3-(4-ethoxy-phenoxy)-azetidin-1-yl]-phenyl}-ethyl)-amide). RXN SMILES: [CH3:1][C:2]1([C:6]([OH:8])=O)[CH2:5][CH2:4][CH2:3]1.CCN(C(C)C)C(C)C.CN(C(ON1N=NC2C=CC=CC1=2)=[N+](C)C)C.[B-](F)(F)(F)F.[CH2:40]([O:42][C:43]1[CH:62]=[CH:61][C:46]([O:47][CH:48]2[CH2:51][N:50]([C:52]3[CH:57]=[CH:56][C:55]([C@@H:58]([NH2:60])[CH3:59])=[CH:54][CH:53]=3)[CH2:49]2)=[CH:45][CH:44]=1)[CH3:41]>CN(C=O)C>[CH2:40]([O:42][C:43]1[CH:62]=[CH:61][C:46]([O:47][CH:48]2[CH2:49][N:50]([C:52]3[CH:57]=[CH:56][C:55]([C@@H:58]([NH:60][C:6]([C:2]4([CH3:1])[CH2:3][CH2:4][CH2:5]4)=[O:8])[CH3:59])=[CH:54][CH:53]=3)[CH2:51]2)=[CH:45][CH:44]=1)[CH3:41] |f:2.3|. Procedure: To 0.011 g (0.10 mmol) 1-methyl-cyclobutanecarboxylic acid in 1 mL DMF are added 0.035 mL (0.20 mmol) DIPEA and 0.032 g (49.1 mmol) TBTU. The mixture is stirred for 15 min at rt. Subsequently 0.031 g (0.10 mmol) (S)-1-{4-[3-(4-ethoxy-phenoxy)-azetidin-1-yl]-phenyl}-ethylamine (X.1) are added and stirring is continued for 12 h at rt. The mixture is directly purified by HPLC to yield the desired product. Starting materials: CC(C)=O, C=C(CCCl)CC(c1ccc(F)cc1)c1nc(Nc2ccc(-n3ncnc3C)c(F)c2)n[nH]1, [I-], [Na+]. Product: C=C1CCn2nc(Nc3ccc(-n4ncnc4C)c(F)c3)nc2C(c2ccc(F)cc2)C1. Reaction SMILES: [CH3:36][C:37](=[O:38])[CH3:39].[Cl:1][CH2:2][CH2:3][C:4]([CH2:5][CH:6]([c:7]1[cH:8][cH:9][c:10]([F:13])[cH:11][cH:12]1)[c:14]1[n:15][c:16]([NH:19][c:20]2[cH:21][c:22]([F:32])[c:23](-[n:26]3[n:27][cH:28][n:29][c:30]3[CH3:31])[cH:24][cH:25]2)[n:17][nH:18]1)=[CH2:33].[I-:35].[Na+:34]>>[CH2:2]1[CH2:3][C:4](=[CH2:33])[CH2:5][CH:6]([c:7]2[cH:8][cH:9][c:10]([F:13])[cH:11][cH:12]2)[c:14]2[n:15][c:16]([NH:19][c:20]3[cH:21][c:22]([F:32])[c:23](-[n:26]4[n:27][cH:28][n:29][c:30]4[CH3:31])[cH:24][cH:25]3)[n:17][n:18]21. Reactants: 60, N1=C(C=CC=C1)CCl (2-picolyl chloride), C1(=CC=CC=C1)P(C1=CC=CC=C1)C1=CC=CC=C1 (triphenylphosphine). The solvent is CN(C)C=O (DMF). Reaction conditions: temperature 100 celsius, time 4 hour. Yields the product [Cl-].C1(=CC=CC=C1)[P+](CC1=NC=CC=C1)(C1=CC=CC=C1)C1=CC=CC=C1 (triphenyl-2-picolylphosphonium chloride). RXN SMILES: [N:1]1[CH:6]=[CH:5][CH:4]=[CH:3][C:2]=1[CH2:7][Cl:8].[C:9]1([P:15]([C:22]2[CH:27]=[CH:26][CH:25]=[CH:24][CH:23]=2)[C:16]2[CH:21]=[CH:20][CH:19]=[CH:18][CH:17]=2)[CH:14]=[CH:13][CH:12]=[CH:11][CH:10]=1>CN(C=O)C>[Cl-:8].[C:22]1([P+:15]([C:9]2[CH:10]=[CH:11][CH:12]=[CH:13][CH:14]=2)([C:16]2[CH:21]=[CH:20][CH:19]=[CH:18][CH:17]=2)[CH2:7][C:2]2[CH:3]=[CH:4][CH:5]=[CH:6][N:1]=2)[CH:23]=[CH:24][CH:25]=[CH:26][CH:27]=1 |f:3.4|. Reported procedure: A mixture of 60 parts by volume of DMF, 6.4 parts of 2-picolyl chloride and 13.2 parts of triphenylphosphine is stirred at 100° C. under nitrogen for 4 hours. The crystals which have precipitated are filtered off with suction, washed with petroleum ether and dried. 12 parts=59% of theory of triphenyl-2-picolylphosphonium chloride are obtained. Reported procedure: To 1-[11-(2-ethylhexyl)-5-(4-fluoro-benzoyl)-11H-benzo[a]carbazol-8-yl]-3,5,5-trimethyl-hexan-1-one (1.18 g; 2.00 mmol) in pyridine (5 mL) are added 2,2,3,3,4,4,5,5-octafluoro-1,6-hexanediol (0.24 g; 0.90 mmol) and sodium hydroxide (0.16 g; 4 mmol) at 80° C., and the mixture is stirred at 100° C. for 43 hours. After the reaction is completed, the reaction mixture is cooled to room temperature, and poured into ice water. The crude product is extracted with ethyl acetate, and the combined organic ... The solvent is N1=CC=CC=C1 (pyridine). Conditions: temperature 100 celsius, time 43 hour. Product: C(C)C(CN1C2=CC=C(C=C2C2=CC(=C3C(=C12)C=CC=C3)C(C3=CC=C(C=C3)OCC(C(C(C(COC3=CC=C(C=C3)C(=O)C=3C1=C(C=2N(C4=CC=C(C=C4C2C3)C(CC(CC(C)(C)C)C)=O)CC(CCCC)CC)C=CC=C1)(F)F)(F)F)(F)F)(F)F)=O)C(CC(CC(C)(C)C)C)=O)CCCC (1-{11-(2-ethylhexyl)-5-[4-(6-{4-[11-(2-ethylhexyl)-8-(3,5,5-trimethyl-hexanoyl)-11H-benzo[a]carbazole-5-carbonyl]-phenoxy}-2,2,3,3,4,4,5,5-octafluoro-hexyloxy)-benzoyl]-11H-benzo[a]carbazol-8-yl}-3,5,5-trimethyl-hexan-1-one). Reaction SMILES: [CH2:1]([CH:3]([CH2:41][CH2:42][CH2:43][CH3:44])[CH2:4][N:5]1[C:17]2[C:12](=[CH:13][C:14]([C:22](=[O:30])[C:23]3[CH:28]=[CH:27][C:26](F)=[CH:25][CH:24]=3)=[C:15]3[CH:21]=[CH:20][CH:19]=[CH:18][C:16]3=2)[C:11]2[C:6]1=[CH:7][CH:8]=[C:9]([C:31](=[O:40])[CH2:32][CH:33]([CH3:39])[CH2:34][C:35]([CH3:38])([CH3:37])[CH3:36])[CH:10]=2)[CH3:2].[F:45][C:46]([F:60])([C:49]([F:59])([F:58])[C:50]([F:57])([F:56])[C:51]([F:55])([F:54])[CH2:52][OH:53])[CH2:47][OH:48].[OH-:61].[Na+]>N1C=CC=CC=1>[CH2:1]([CH:3]([CH2:41][CH2:42][CH2:43][CH3:44])[CH2:4][N:5]1[C:17]2[C:12](=[CH:13][C:14]([C:22](=[O:30])[C:23]3[CH:28]=[CH:27][C:26]([O:53][CH2:52][C:51]([F:54])([F:55])[C:50]([F:57])([F:56])[C:49]([F:58])([F:59])[C:46]([F:60])([F:45])[CH2:47][O:48][C:26]4[CH:27]=[CH:28][C:23]([C:22]([C:14]5[C:15]6[CH:21]=[CH:20][CH:19]=[CH:18][C:16]=6[C:17]6[N:5]([CH2:4][CH:3]([CH2:1][CH3:2])[CH2:41][CH2:42][CH2:43][CH3:44])[C:6]7[C:11]([C:12]=6[CH:13]=5)=[CH:10][C:9]([C:31](=[O:40])[CH2:32][CH:33]([CH3:39])[CH2:34][C:35]([CH3:37])([CH3:36])[CH3:38])=[CH:8][CH:7]=7)=[O:61])=[CH:24][CH:25]=4)=[CH:25][CH:24]=3)=[C:15]3[CH:21]=[CH:20][CH:19]=[CH:18][C:16]3=2)[C:11]2[C:6]1=[CH:7][CH:8]=[C:9]([C:31](=[O:40])[CH2:32][CH:33]([CH3:39])[CH2:34][C:35]([CH3:38])([CH3:37])[CH3:36])[CH:10]=2)[CH3:2] |f:2.3|. The reactants are C(C)C(CN1C2=CC=C(C=C2C2=CC(=C3C(=C12)C=CC=C3)C(C3=CC=C(C=C3)F)=O)C(CC(CC(C)(C)C)C)=O)CCCC (1-[11-(2-ethylhexyl)-5-(4-fluoro-benzoyl)-11H-benzo[a]carbazol-8-yl]-3,5,5-trimethyl-hexan-1-one), FC(CO)(C(C(C(CO)(F)F)(F)F)(F)F)F (2,2,3,3,4,4,5,5-octafluoro-1,6-hexanediol), [OH-].[Na+] (sodium hydroxide), ice water. Starting materials: O=C([O-])[O-], CCI, CCOC=C(C(=O)OCC)C(=O)OCC, CN(C)C=O, [K+], [K+], NC1=CC(=O)CCC1, CCOC(=O)c1cnc2c(c1O)C(=O)CCC2. Product: CCOC(=O)C(=CNC1=CC(=O)CCC1)C(=O)OCC. Reaction SMILES: [C:41](=[O:42])([O-:43])[O-:44].[CH2:47]([I:48])[CH3:49].[CH2:9]([O:10][CH:12]=[C:13]([C:14](=[O:15])[O:16][CH2:17][CH3:18])[C:19](=[O:20])[O:21][CH2:22][CH3:23])[CH3:11].[CH3:50][N:51]([CH3:52])[CH:53]=[O:54].[K+:45].[K+:46].[NH2:1][C:2]1=[CH:3][C:4](=[O:8])[CH2:5][CH2:6][CH2:7]1.[OH:24][c:25]1[c:26]2[c:32]([n:33][cH:34][c:35]1[C:36]([O:37][CH2:38][CH3:39])=[O:40])[CH2:31][CH2:30][CH2:29][C:27]2=[O:28]>>[NH:1]([C:2]1=[CH:3][C:4](=[O:8])[CH2:5][CH2:6][CH2:7]1)[CH:12]=[C:13]([C:14](=[O:15])[O:16][CH2:17][CH3:18])[C:19](=[O:20])[O:21][CH2:22][CH3:23]. Starting materials: COC1=CC2=C(C(CCO2)C)C=C1 (2,3-Dihydro-7-methoxy-4-methyl-4H-1-benzopyran), C(C)(=O)O (acetic acid). The solvent is C1=CC=CC=C1 (benzene). Reaction conditions: time 8 hour. The product is C(C)(=O)C=1C(=CC2=C(C(CCO2)C)C1)OC (6-Acetyl-2,3,-dihydro-7-methoxy-4-methyl-4H-1-benzopyran). The yield is 95.0%. RXN SMILES: [CH3:1][O:2][C:3]1[CH:13]=[CH:12][C:6]2[CH:7]([CH3:11])[CH2:8][CH2:9][O:10][C:5]=2[CH:4]=1.[C:14](O)(=[O:16])[CH3:15]>C1C=CC=CC=1>[C:14]([C:13]1[C:3]([O:2][CH3:1])=[CH:4][C:5]2[O:10][CH2:9][CH2:8][CH:7]([CH3:11])[C:6]=2[CH:12]=1)(=[O:16])[CH3:15]. Reported procedure: The methyl ether of step (c) (58.0 g) was dissolved in dry benzene (1 l) and glacial acetic acid (22.3 ml) was added. Boron trifluoride gas was bubbled through the reaction mixture for 1 hour and then stirring was continued overnight. The reaction mixture was poured into water, the organic layer was separated and the aqueous phase was extracted with more ether. The organic extracts were washed with sodium bicarbonate solution, then water, and dried. Evaporation gave 67.8 g of the desired product... The reactants are CCOC(=O)C(C)(C)c1cccc(C#Cc2ccc(CC(=O)OC)c(F)c2)c1, CCO, [Li+], C1CCOC1, [OH-]. Yields the product COC(=O)Cc1ccc(C#Cc2cccc(C(C)(C)C(=O)O)c2)cc1F. As a reaction SMILES: [CH2:1]([CH3:2])[O:3][C:4]([C:5]([CH3:6])([CH3:7])[c:8]1[cH:9][c:10]([C:14]#[C:15][c:16]2[cH:17][c:18]([F:27])[c:19]([CH2:22][C:23](=[O:24])[O:25][CH3:26])[cH:20][cH:21]2)[cH:11][cH:12][cH:13]1)=[O:28].[CH3:31][CH2:32][OH:33].[Li+:29].[O:34]1[CH2:35][CH2:36][CH2:37][CH2:38]1.[OH-:30]>>[O:3]=[C:4]([C:5]([CH3:6])([CH3:7])[c:8]1[cH:9][c:10]([C:14]#[C:15][c:16]2[cH:17][c:18]([F:27])[c:19]([CH2:22][C:23](=[O:24])[O:25][CH3:26])[cH:20][cH:21]2)[cH:11][cH:12][cH:13]1)[OH:28].